Dataset: the Open Reaction Database (ORD), a public repository of structured organic reaction records. Task: describe an organic reaction: reactants, conditions, products, and yield Reactants: N[C@@H]1CCOC[C@H]1O (3-amino-1,5-anhydro-2,3-dideoxy-threo-pentitol), S=C1NC(SC1)=O (4-thioxo-1,3-thiazolidin-2-one). The solvent is C(C)O (ethanol). Yields the product O=C1SCC(=N1)N[C@@H]1CCOC[C@H]1O (1,5-anhydro-2,3-dideoxy-3-[(2-oxo-2,5-dihydro-1,3-thiazol-4-yl)amino]-threo-pentitol). Yield: 40.0%. Reaction SMILES: [NH2:1][C@H:2]1[C@H:7]([OH:8])[CH2:6][O:5][CH2:4][CH2:3]1.S=[C:10]1[CH2:14][S:13][C:12](=[O:15])[NH:11]1>C(O)C>[O:15]=[C:12]1[N:11]=[C:10]([NH:1][C@H:2]2[C@H:7]([OH:8])[CH2:6][O:5][CH2:4][CH2:3]2)[CH2:14][S:13]1. Procedure: To a solution of 3-amino-1,5-anhydro-2,3-dideoxy-threo-pentitol (3.20 g) in ethanol (100 mL) was added 4-thioxo-1,3-thiazolidin-2-one (3.63 g), and the mixture was heated under reflux overnight. The reaction mixture was filtered, the filtrate was concentrated under reduced pressure, and the residue was purified by silica gel column chromatography (ethyl acetate/petroleum ether) to give the title compound (2.36 g). The reactants are CCOC(=O)C1(N)Cc2ccccc2C1, CCCC[Sn](Cl)(Cl)CCCC, O=Cc1cccc2c1OCC2, C1CCOC1, [SiH3]c1ccccc1. Product: CCOC(=O)C1(NCc2cccc3c2OCC3)Cc2ccccc2C1. Reaction SMILES: [CH2:1]([CH3:2])[O:3][C:4](=[O:5])[C:6]1([NH2:15])[CH2:7][c:8]2[cH:9][cH:10][cH:11][cH:12][c:13]2[CH2:14]1.[CH2:34]([Sn:35]([Cl:36])([Cl:37])[CH2:38][CH2:39][CH2:40][CH3:41])[CH2:42][CH2:43][CH3:44].[O:16]1[CH2:17][CH2:18][c:19]2[c:20]1[c:21]([CH:25]=[O:26])[cH:22][cH:23][cH:24]2.[O:45]1[CH2:46][CH2:47][CH2:48][CH2:49]1.[c:27]1([SiH3:28])[cH:29][cH:30][cH:31][cH:32][cH:33]1>>[CH2:1]([CH3:2])[O:3][C:4](=[O:5])[C:6]1([NH:15][CH2:25][c:21]2[c:20]3[c:19]([cH:24][cH:23][cH:22]2)[CH2:18][CH2:17][O:16]3)[CH2:7][c:8]2[cH:9][cH:10][cH:11][cH:12][c:13]2[CH2:14]1. The reactants are CO (methanol), FCCOC=1C=C(C=O)C=CC1 (3-(2-fluoroethoxy)benzaldehyde), ClC=1C=C(C(=O)OO)C=CC1 (3-chloroperoxybenzoic acid), [OH-].[Na+] (sodium hydroxide). Run in C(Cl)Cl (methylene chloride). Product: OC=1C=C(C=CC1)OCCF (2-fluoroethyl 3-hydroxyphenyl ether). Yield: 76.2%. RXN SMILES: [F:1][CH2:2][CH2:3][O:4][C:5]1[CH:6]=[C:7]([CH:10]=[CH:11][CH:12]=1)C=O.ClC1C=C(C=CC=1)C(OO)=[O:18].[OH-].[Na+].CO>C(Cl)Cl>[OH:18][C:7]1[CH:6]=[C:5]([O:4][CH2:3][CH2:2][F:1])[CH:12]=[CH:11][CH:10]=1 |f:2.3|. Reported procedure: In a manner similar to that described by Godfrey et al., (J. Chem. Soc. Perkin I, 1353-1354 (1974), the reaction of 7.0 grams (0.042 mole) of 3-(2-fluoroethoxy)benzaldehyde with 3-chloroperoxybenzoic acid (14.0 grams of 75% technical, 0.061 mole) in 100 ml of dry methylene chloride followed by treatment with an aqueous, 15% sodium hydroxide solution and methanol yielded 5.0 grams of 2-fluoroethyl 3-hydroxyphenyl ether as an oil. Reactants: ClC1=CC(=C(C=C1)[N+](=O)[O-])CCC (4-Chloro-1-nitro-2-propylbenzene), CC1(OB(OC1(C)C)C=1CCN(CC1)C(=O)OC(C)(C)C)C (1,1-dimethylethyl 4-(4,4,5,5-tetramethyl-1,3,2-dioxaborolan-2-yl)-3,6-dihydro-1(2H)-pyridinecarboxylate), C(=O)([O-])[O-].[Na+].[Na+] (Na2CO3). The reagents and catalysts are Cl[Pd]([P](C1=CC=CC=C1)(C2=CC=CC=C2)C3=CC=CC=C3)([P](C4=CC=CC=C4)(C5=CC=CC=C5)C6=CC=CC=C6)Cl (bis(triphenylphosphine)palladium(II) chloride). Solvent: O1CCOCC1 (dioxane), O (H2O). Conditions: temperature 80 celsius. Yields the product [N+](=O)([O-])C1=C(C=C(C=C1)C=1CCN(CC1)C(=O)OC(C)(C)C)CCC (1,1-dimethylethyl 4-(4-nitro-3-propylphenyl)-3,6-dihydro-1(2H)-pyridine-carboxylate). Isolated yield 86.7%. RXN SMILES: Cl[C:2]1[CH:7]=[CH:6][C:5]([N+:8]([O-:10])=[O:9])=[C:4]([CH2:11][CH2:12][CH3:13])[CH:3]=1.CC1(C)C(C)(C)OB([C:22]2[CH2:23][CH2:24][N:25]([C:28]([O:30][C:31]([CH3:34])([CH3:33])[CH3:32])=[O:29])[CH2:26][CH:27]=2)O1.C([O-])([O-])=O.[Na+].[Na+]>O1CCOCC1.O.Cl[Pd](Cl)([P](C1C=CC=CC=1)(C1C=CC=CC=1)C1C=CC=CC=1)[P](C1C=CC=CC=1)(C1C=CC=CC=1)C1C=CC=CC=1>[N+:8]([C:5]1[CH:6]=[CH:7][C:2]([C:22]2[CH2:27][CH2:26][N:25]([C:28]([O:30][C:31]([CH3:34])([CH3:33])[CH3:32])=[O:29])[CH2:24][CH:23]=2)=[CH:3][C:4]=1[CH2:11][CH2:12][CH3:13])([O-:10])=[O:9] |f:2.3.4,^1:51,70|. Reported procedure: 4-Chloro-1-nitro-2-propylbenzene (J. Organometallic Chem. 2001, 624(1-2), 167-171) (0.299 g, 1.50 mmol), 1,1-dimethylethyl 4-(4,4,5,5-tetramethyl-1,3,2-dioxaborolan-2-yl)-3,6-dihydro-1(2H)-pyridinecarboxylate (0.553 g, 1.79 mmol), Na2CO3 (0.509 g, 4.80 mmol) and bis(triphenylphosphine)palladium(II) chloride (0.0620 g, 0.0900 mmol) in dioxane (6 mL) and H2O (3 mL) was degassed for 10 min. The mixture was heated at 80° C. overnight. The reaction was filtered through Celite®, washed with EtOAc and ... Reactants: C(=O)([O-])[O-].[K+].[K+] (K2CO3), Cl (HCl), FC=1C(=C(C(=O)NOCCOC=C)C=CC1F)NC1=C(C=C(C=C1)CCCI)F (3,4-Difluoro-2-[2-fluoro-4-(3-iodopropyl)anilino]-N-[2-(vinyloxy)ethoxy]benzamide), CNC (dimethylamine), solution, [Na+].[Cl-] (NaCl). The solvent is CCO (EtOH), O (water), CC(=O)N(C)C (DMA), O (water). Reaction conditions: time 15 hour. Yields the product CN(CCCC1=CC(=C(NC2=C(C(=O)NOCCO)C=CC(=C2F)F)C=C1)F)C (2-{4-[3-(dimethylamino)propyl]-2-fluoroanilino}-3,4-difluoro-N-(2-hydroxyethoxy)benzamide). Yield: 36.0%. RXN SMILES: [F:1][C:2]1[C:3]([NH:18][C:19]2[CH:24]=[CH:23][C:22]([CH2:25][CH2:26][CH2:27]I)=[CH:21][C:20]=2[F:29])=[C:4]([CH:14]=[CH:15][C:16]=1[F:17])[C:5]([NH:7][O:8][CH2:9][CH2:10][O:11]C=C)=[O:6].[CH3:30][NH:31][CH3:32].Cl.C([O-])([O-])=O.[K+].[K+].[Na+].[Cl-]>CC(N(C)C)=O.O.CCO>[CH3:30][N:31]([CH3:32])[CH2:27][CH2:26][CH2:25][C:22]1[CH:23]=[CH:24][C:19]([NH:18][C:3]2[C:2]([F:1])=[C:16]([F:17])[CH:15]=[CH:14][C:4]=2[C:5]([NH:7][O:8][CH2:9][CH2:10][OH:11])=[O:6])=[C:20]([F:29])[CH:21]=1 |f:3.4.5,6.7|. Reported procedure: 3,4-Difluoro-2-[2-fluoro-4-(3-iodopropyl)anilino]-N-[2-(vinyloxy)ethoxy]benzamide (200 mg, 0.39 mmol) was dissolved in DMA (10 mL), to which was added dimethylamine (0.15 mL of a 40% solution in water). This mixture was stirred at RT for 15 hours, then the DMA removed under reduced pressure, affording a yellow oil. This oil was then dissolved in EtOH (6 mL), to which was added 1 M HCl solution (4 mL). The resulting mixture was stirred at RT for 15 h. The reaction mixture was then diluted with wa...